Dataset: the Open Reaction Database (ORD), a public repository of structured organic reaction records. Task: describe an organic reaction: reactants, conditions, products, and yield Starting materials: O=C([O-])[O-], CCCN(CCC)C1(c2ccc(C#C[Si](C)(C)C)cc2)CC1, CO, [K+], [K+]. Product: C#Cc1ccc(C2(N(CCC)CCC)CC2)cc1. RXN SMILES: [C:23](=[O:24])([O-:25])[O-:26].[CH2:1]([CH2:2][CH3:3])[N:4]([C:5]1([c:8]2[cH:9][cH:10][c:11]([C:14]#[C:15][Si:16]([CH3:17])([CH3:18])[CH3:19])[cH:12][cH:13]2)[CH2:6][CH2:7]1)[CH2:20][CH2:21][CH3:22].[CH3:29][OH:30].[K+:27].[K+:28]>>[CH2:1]([CH2:2][CH3:3])[N:4]([C:5]1([c:8]2[cH:9][cH:10][c:11]([C:14]#[CH:15])[cH:12][cH:13]2)[CH2:6][CH2:7]1)[CH2:20][CH2:21][CH3:22].